Dataset: the Open Reaction Database (ORD), a public repository of structured organic reaction records. Task: describe an organic reaction: reactants, conditions, products, and yield Reactants: CC(=O)[O-], CC(=O)[O-], O=C(c1ccc2[nH]c(C(=O)N3CCS(=O)(=O)CC3)cc2c1)N1CCN(C2CCC2)CC1, ClCCl, [Cu+2], OB(O)c1cccc(OC(F)(F)F)c1, c1ccncc1. Yields the product O=C(c1ccc2c(c1)cc(C(=O)N1CCS(=O)(=O)CC1)n2-c1cccc(OC(F)(F)F)c1)N1CCN(C2CCC2)CC1. As a reaction SMILES: [C:55]([O-:56])(=[O:57])[CH3:58].[C:60]([O-:61])(=[O:62])[CH3:63].[CH:1]1([N:5]2[CH2:6][CH2:7][N:8]([C:11](=[O:12])[c:13]3[cH:14][c:15]4[cH:16][c:17]([C:22](=[O:23])[N:24]5[CH2:25][CH2:26][S:27](=[O:30])(=[O:31])[CH2:28][CH2:29]5)[nH:18][c:19]4[cH:20][cH:21]3)[CH2:9][CH2:10]2)[CH2:2][CH2:3][CH2:4]1.[Cl:52][CH2:53][Cl:54].[Cu+2:59].[F:32][C:33]([O:34][c:35]1[cH:36][c:37]([B:41]([OH:42])[OH:43])[cH:38][cH:39][cH:40]1)([F:44])[F:45].[cH:46]1[cH:47][cH:48][n:49][cH:50][cH:51]1>>[CH:1]1([N:5]2[CH2:6][CH2:7][N:8]([C:11](=[O:12])[c:13]3[cH:14][c:15]4[cH:16][c:17]([C:22](=[O:23])[N:24]5[CH2:25][CH2:26][S:27](=[O:30])(=[O:31])[CH2:28][CH2:29]5)[n:18](-[c:37]5[cH:36][c:35]([O:34][C:33]([F:32])([F:44])[F:45])[cH:40][cH:39][cH:38]5)[c:19]4[cH:20][cH:21]3)[CH2:9][CH2:10]2)[CH2:2][CH2:3][CH2:4]1.